From a dataset of the Open Reaction Database (ORD), a public repository of structured organic reaction records. describe an organic reaction: reactants, conditions, products, and yield The reactants are O=C([O-])[O-], CN1CCCC1CCCl, Cl, [K+], [K+], Cc1cccc2nc(Cn3cnc4c(N)ncnc43)n(-c3ccccc3O)c(=O)c12, CN(C)C=O. The product is Cl, Cc1cccc2nc(Cn3cnc4c(N)ncnc43)n(-c3ccccc3OCCC3CCCN3C)c(=O)c12. As a reaction SMILES: [C:41](=[O:42])([O-:43])[O-:44].[Cl:32][CH2:33][CH2:34][CH:35]1[N:36]([CH3:40])[CH2:37][CH2:38][CH2:39]1.[ClH:31].[K+:45].[K+:46].[NH2:1][c:2]1[c:3]2[n:4][cH:5][n:6]([CH2:11][c:12]3[n:13][c:14]4[cH:15][cH:16][cH:17][c:18]([CH3:30])[c:19]4[c:20](=[O:29])[n:21]3-[c:22]3[c:23]([OH:28])[cH:24][cH:25][cH:26][cH:27]3)[c:7]2[n:8][cH:9][n:10]1.[O:47]=[CH:48][N:49]([CH3:50])[CH3:51]>>[ClH:32].[NH2:1][c:2]1[c:3]2[n:4][cH:5][n:6]([CH2:11][c:12]3[n:13][c:14]4[cH:15][cH:16][cH:17][c:18]([CH3:30])[c:19]4[c:20](=[O:29])[n:21]3-[c:22]3[c:23]([O:28][CH2:33][CH2:34][CH:35]4[N:36]([CH3:40])[CH2:37][CH2:38][CH2:39]4)[cH:24][cH:25][cH:26][cH:27]3)[c:7]2[n:8][cH:9][n:10]1.